describe an organic reaction: reactants, conditions, products, and yield From a dataset of the Open Reaction Database (ORD), a public repository of structured organic reaction records. Starting materials: CC(C)=CCCC(C)=CCCC(C)=CCCl, CCCC[N+](CCCC)(CCCC)CCCC, CN1CCCC1=O, COC(=O)c1ccc(O)cc1, CO, [I-]. Yields the product COC(=O)c1ccc(OCC=C(C)CCC=C(C)CCC=C(C)C)cc1. Reaction SMILES: [CH2:19]([CH:20]=[C:21]([CH3:22])[CH2:23][CH2:24][CH:25]=[C:26]([CH3:27])[CH2:28][CH2:29][CH:30]=[C:31]([CH3:32])[CH3:33])[Cl:34].[CH2:38]([N+:39]([CH2:40][CH2:41][CH2:42][CH3:43])([CH2:44][CH2:45][CH2:46][CH3:47])[CH2:48][CH2:49][CH2:50][CH3:51])[CH2:52][CH2:53][CH3:54].[CH3:12][N:13]1[CH2:14][CH2:15][CH2:16][C:17]1=[O:18].[CH3:1][O:2][C:3]([c:4]1[cH:5][cH:6][c:7]([OH:10])[cH:8][cH:9]1)=[O:11].[CH3:35][OH:36].[I-:37]>>[CH3:1][O:2][C:3]([c:4]1[cH:5][cH:6][c:7]([O:10][CH2:19][CH:20]=[C:21]([CH3:22])[CH2:23][CH2:24][CH:25]=[C:26]([CH3:27])[CH2:28][CH2:29][CH:30]=[C:31]([CH3:32])[CH3:33])[cH:8][cH:9]1)=[O:11]. Reactants: COC(CC(C(C1=CC=C(C=C1)Cl)=O)Br)=O (methyl-3-bromo-3-(4-chlorobenzoyl)propionate), OC1=CC=C(C(=S)N)C=C1 (4-hydroxy-thiobenzamide). Yields the product ClC1=CC=C(C=C1)C=1N=C(SC1CC(=O)OC)C1=CC=C(C=C1)O (methyl 4-(4-chlorophenyl)-2-(4-hydroxyphenyl)thiazole-5-acetate). As a reaction SMILES: [CH3:1][O:2][C:3](=[O:16])[CH2:4][CH:5](Br)[C:6](=O)[C:7]1[CH:12]=[CH:11][C:10]([Cl:13])=[CH:9][CH:8]=1.[OH:17][C:18]1[CH:26]=[CH:25][C:21]([C:22]([NH2:24])=[S:23])=[CH:20][CH:19]=1>>[Cl:13][C:10]1[CH:11]=[CH:12][C:7]([C:6]2[N:24]=[C:22]([C:21]3[CH:25]=[CH:26][C:18]([OH:17])=[CH:19][CH:20]=3)[S:23][C:5]=2[CH2:4][C:3]([O:2][CH3:1])=[O:16])=[CH:8][CH:9]=1. Procedure details: By a process analogous to Example 2, methyl-3-bromo-3-(4-chlorobenzoyl)propionate and 4-hydroxy-thiobenzamide are reacted to give methyl 4-(4-chlorophenyl)-2-(4-hydroxyphenyl)thiazole-5-acetate. This compound is hydrolysed using 2 N sodium hydroxide to give the title compound. Reactants: ClC=1C=C(C=CC1F)[N+](=O)[O-] (3-chloro-4-fluronitrobenzene), N(CCO)CCO (diethanolamine). Run in CS(=O)C (DMSO). Conditions: temperature 140 celsius. Product: OCCN(CCO)C1=C(C=C(C=C1)[N+](=O)[O-])Cl (4-[N,N-Bis(2-hydroxyethyl)amino]-3-chloro-nitrobenzene), oil. Yield: 64.0%. As a reaction SMILES: [Cl:1][C:2]1[CH:3]=[C:4]([N+:9]([O-:11])=[O:10])[CH:5]=[CH:6][C:7]=1F.[NH:12]([CH2:16][CH2:17][OH:18])[CH2:13][CH2:14][OH:15]>CS(C)=O>[OH:15][CH2:14][CH2:13][N:12]([C:7]1[CH:6]=[CH:5][C:4]([N+:9]([O-:11])=[O:10])=[CH:3][C:2]=1[Cl:1])[CH2:16][CH2:17][OH:18]. Procedure: Dissolved in 8 ml of DMSO were 10.0 g (57.0 mmol) of 3-chloro-4-fluronitrobenzene and 8.6 g (82 mmol) of diethanolamine. The thus-obtained mixture was stirred under heat for 2 hours at 140° C., followed by extraction with ethyl acetate. The solvent was distilled out under reduced pressure, whereby 9.5 g of the title compound were obtained as a yellow oil (yield: 64%). The reactants are COC(C1=CC(C(=O)O)=CC=C1)=O (isophthalic acid mono methyl ester), O=S(Cl)Cl (SOCl2), C(=O)([O-])[O-].[Na+].[Na+] (Na2CO3), C1(CC1)N (cyclopropyl amine). Reagents/catalysts: CN(C)C=O (DMF). The solvent is C1(=CC=CC=C1)C (toluene), C(Cl)Cl (DCM). Run at temperature 80 celsius. The product is COC(C1=CC(C(=O)NC2CC2)=CC=C1)=O (N-cyclopropyl-isophthalamic acid methyl ester). RXN SMILES: [CH3:1][O:2][C:3](=[O:13])[C:4]1[CH:12]=[CH:11][CH:10]=[C:6]([C:7]([OH:9])=O)[CH:5]=1.O=S(Cl)Cl.C([O-])([O-])=O.[Na+].[Na+].[CH:24]1([NH2:27])[CH2:26][CH2:25]1>CN(C=O)C.C(Cl)Cl.C1(C)C=CC=CC=1>[CH3:1][O:2][C:3](=[O:13])[C:4]1[CH:12]=[CH:11][CH:10]=[C:6]([C:7]([NH:27][CH:24]2[CH2:26][CH2:25]2)=[O:9])[CH:5]=1 |f:2.3.4|. Procedure details: A solution of 0.5 g (2.77 mmol) isophthalic acid mono methyl ester, 5 ml toluene and 0.8 ml SOCl2 is treated with one drop DMF and heated to 80° C. till the evolution of gas ceases. After cooling down the mixture is evaporated, dissolved in 2 ml DCM and added to an at 0° C. stirred mixture of 5 ml 10% aqueous Na2CO3, 0.21 ml (3.0 mmol) cyclopropyl amine and 5 ml DCM. After 1 h the layers are separated and the organic layer is washed with 1 N HCl, brine, dried with sodium sulfate and evaporated. ... Reactants: ClC1=C(C=C2C(NC=NC2=C1)=O)OC1=CC=C(C=C1)Cl (7-chloro-6-(4-chlorophenoxy)quinazolin-4(3H)-one), BrCC(C[C@@H]1N(CCC[C@H]1OC)C(=O)OCC=C)=O (allyl trans-2-(3-bromo-2-oxopropyl)-3-methoxy-1-piperidinecarboxylate). Solvent: C[O-].[Na+] (sodium methoxide), CO (methanol). Reaction conditions: time 15 minute. The product is ClC1=C(C=C2C(N(C=NC2=C1)CC(C[C@@H]1N(CCC[C@H]1OC)C(=O)OCC=C)=O)=O)OC1=CC=C(C=C1)Cl (Allyl trans-2-[3-(7-chloro-6-(4-chlorophenoxy)-quinazolin-4(3H)-on-3-yl)-2-oxopropyl]-3-methoxypiperidine-1-carboxylate). RXN SMILES: [Cl:1][C:2]1[CH:11]=[C:10]2[C:5]([C:6](=[O:12])[NH:7][CH:8]=[N:9]2)=[CH:4][C:3]=1[O:13][C:14]1[CH:19]=[CH:18][C:17]([Cl:20])=[CH:16][CH:15]=1.Br[CH2:22][C:23](=[O:39])[CH2:24][C@H:25]1[C@H:30]([O:31][CH3:32])[CH2:29][CH2:28][CH2:27][N:26]1[C:33]([O:35][CH2:36][CH:37]=[CH2:38])=[O:34]>C[O-].[Na+].CO>[Cl:1][C:2]1[CH:11]=[C:10]2[C:5]([C:6](=[O:12])[N:7]([CH2:22][C:23](=[O:39])[CH2:24][C@H:25]3[C@H:30]([O:31][CH3:32])[CH2:29][CH2:28][CH2:27][N:26]3[C:33]([O:35][CH2:36][CH:37]=[CH2:38])=[O:34])[CH:8]=[N:9]2)=[CH:4][C:3]=1[O:13][C:14]1[CH:15]=[CH:16][C:17]([Cl:20])=[CH:18][CH:19]=1 |f:2.3|. Reported procedure: Under a nitrogen atmosphere in a flame-dried flask at room temperature and with magnetic stirring, 0.921 g (0.003 mol) of 7-chloro-6-(4-chlorophenoxy)quinazolin-4(3H)-one was slurried in 3.0 ml of 1.1N sodium methoxide. After 15 minutes, 1.00 g (0.003 mol) of allyl trans-2-(3-bromo-2-oxopropyl)-3-methoxy-1-piperidinecarboxylate in 10 ml of methanol was added dropwise. After 2 hours, the reaction mixture was evaporated under reduced pressure, and the residue treated with water. The aqueous soluti... Reactants: CNc1nc(NC2CCC(C(=O)O)CC2)nc(-c2ccccc2)n1, CCN=C=NCCCN(C)C, CN1CCOCC1, NCc1ccccc1C(F)(F)F, On1nnc2ccccc21. The product is CNc1nc(NC2CCC(C(=O)NCc3ccccc3C(F)(F)F)CC2)nc(-c2ccccc2)n1. RXN SMILES: [CH3:1][NH:2][c:3]1[n:4][c:5]([NH:15][CH:16]2[CH2:17][CH2:18][CH:19]([C:22](=[O:23])[OH:24])[CH2:20][CH2:21]2)[n:6][c:7](-[c:9]2[cH:10][cH:11][cH:12][cH:13][cH:14]2)[n:8]1.[CH3:37][CH2:38][N:39]=[C:40]=[N:41][CH2:42][CH2:43][CH2:44][N:45]([CH3:46])[CH3:47].[CH3:58][N:59]1[CH2:60][CH2:61][O:62][CH2:63][CH2:64]1.[F:25][C:26]([c:27]1[c:28]([CH2:33][NH2:34])[cH:29][cH:30][cH:31][cH:32]1)([F:35])[F:36].[OH:48][n:49]1[c:50]2[c:51]([cH:52][cH:53][cH:54][cH:55]2)[n:56][n:57]1>>[CH3:1][NH:2][c:3]1[n:4][c:5]([NH:15][CH:16]2[CH2:17][CH2:18][CH:19]([C:22](=[O:24])[NH:34][CH2:33][c:28]3[c:27]([C:26]([F:25])([F:35])[F:36])[cH:32][cH:31][cH:30][cH:29]3)[CH2:20][CH2:21]2)[n:6][c:7](-[c:9]2[cH:10][cH:11][cH:12][cH:13][cH:14]2)[n:8]1. Reactants: CC1(C)C2CCC(C2)C1C1(C=O)CC=CCC1, COCCO[AlH2-]OCCOC, Cc1ccccc1, [Na+]. The product is CC1(C)C2CCC(C2)C1C1(CO)CC=CCC1. RXN SMILES: [CH3:13][C:14]1([CH3:29])[CH:15]([C:21]2([CH:27]=[O:28])[CH2:22][CH:23]=[CH:24][CH2:25][CH2:26]2)[CH:16]2[CH2:17][CH2:18][CH:19]1[CH2:20]2.[CH3:2][O:3][CH2:4][CH2:5][O:6][AlH2-:7][O:8][CH2:9][CH2:10][O:11][CH3:12].[CH3:30][c:31]1[cH:32][cH:33][cH:34][cH:35][cH:36]1.[Na+:1]>>[CH3:13][C:14]1([CH3:29])[CH:15]([C:21]2([CH2:27][OH:28])[CH2:22][CH:23]=[CH:24][CH2:25][CH2:26]2)[CH:16]2[CH2:17][CH2:18][CH:19]1[CH2:20]2.